From a dataset of the Open Reaction Database (ORD), a public repository of structured organic reaction records. describe an organic reaction: reactants, conditions, products, and yield Starting materials: C(=O)([O-])C(O)C(O)C(=O)[O-] (tartrate), N1[C@H](C(=O)O)CCCC1 ((S)-pipecolic acid), C(C1=CC=CC=C1)O (benzyl alcohol), O.C1(=CC=C(C=C1)S(=O)(=O)O)C (p-toluenesulfonic acid monohydrate). Solvent: C1=CC=CC=C1 (benzene), CCOCC (ether). Conditions: time 8 hour. Yields the product C1(=CC=C(C=C1)S(=O)(=O)O)C (p-toluenesulfonic acid). The yield is 185.5%. As a reaction SMILES: C(C(C(C([O-])=O)O)O)([O-])=O.N1CCCC[C@H]1C(O)=O.C(O)C1C=CC=CC=1.O.[C:29]1([CH3:39])[CH:34]=[CH:33][C:32]([S:35]([OH:38])(=[O:37])=[O:36])=[CH:31][CH:30]=1>C1C=CC=CC=1.CCOCC>[C:29]1([CH3:39])[CH:30]=[CH:31][C:32]([S:35]([OH:38])(=[O:36])=[O:37])=[CH:33][CH:34]=1 |f:3.4|. Reported procedure: To a slurry of 7.3 g (26.14 mmol) of the tartrate salt of (S)-pipecolic acid (Egbertson M. and S. J. Danishefsky, J. Org. Chem. 54:11 (1989) in 75 mL of dry benzene was added 13.5 mL (0.13 mol) of benzyl alcohol and 5.48 g (28.8 mmol) of p-toluenesulfonic acid monohydrate. The reaction mixture was heated at reflux under a Dean-Stark trap for 2 h and then cooled to room temperature. The solution was then diluted with 400 mL of ether and stirred overnight at 4° C. The resulting white solid was col... Reactants: CC1=CC=C(C=C1)S(=O)(=O)N[C@@H](C)CC#C ((S)-4-methyl-N-(pent-4-yn-2-yl)benzenesulfonamide), FC1=CC=C(C=C1)[C@@H](CC#C[Si](C)(C)C)NS(=O)(=O)C1=CC(=CC=C1)C(F)(F)F ((R)—N-(1-(4-fluorophenyl)-4-(trimethyl-silyl)but-3-ynyl)-3-(trifluoromethyl)benzenesulfonamide). The product is FC1=CC=C(C=C1)[C@@H](CC#C)NS(=O)(=O)C1=CC(=CC=C1)C(F)(F)F ((R)—N-(1-(4-fluoro-phenyl)but-3-ynyl)-3-(trifluoromethyl)benzenesulfonamide). Reaction SMILES: CC1C=CC(S(N[C@H](CC#C)C)(=O)=O)=CC=1.[F:17][C:18]1[CH:23]=[CH:22][C:21]([C@H:24]([NH:32][S:33]([C:36]2[CH:41]=[CH:40][CH:39]=[C:38]([C:42]([F:45])([F:44])[F:43])[CH:37]=2)(=[O:35])=[O:34])[CH2:25][C:26]#[C:27][Si](C)(C)C)=[CH:20][CH:19]=1>>[F:17][C:18]1[CH:19]=[CH:20][C:21]([C@H:24]([NH:32][S:33]([C:36]2[CH:41]=[CH:40][CH:39]=[C:38]([C:42]([F:45])([F:43])[F:44])[CH:37]=2)(=[O:35])=[O:34])[CH2:25][C:26]#[CH:27])=[CH:22][CH:23]=1. Procedure details: Proceeding as described for (54), but using (R)—N-(1-(4-fluorophenyl)-4-(trimethyl-silyl)but-3-ynyl)-3-(trifluoromethyl)benzenesulfonamide afforded (R)—N-(1-(4-fluoro-phenyl)but-3-ynyl)-3-(trifluoromethyl)benzenesulfonamide (56). MS (m/z): 372.1 (M+H) (Calc'd for C17H13F4NO2S: 371.35). Reactants: COC(=O)C1N(CC(C1)I)C(=O)OC(C)(C)C (4-iodo-pyrrolidine-1,2-dicarboxylic acid 1-tert-butyl ester 2-methyl ester), [N-]=[N+]=[N-].[Na+] (NaN3). Solvent: CN(C)C=O (DMF). Conditions: time 8 hour. Yields the product COC(=O)C1N(CC(C1)N=[N+]=[N-])C(=O)OC(C)(C)C (4-azido-pyrrolidine-1,2-dicarboxylic acid 1-tert-butyl ester 2-methyl ester). As a reaction SMILES: [CH3:1][O:2][C:3]([CH:5]1[CH2:9][CH:8](I)[CH2:7][N:6]1[C:11]([O:13][C:14]([CH3:17])([CH3:16])[CH3:15])=[O:12])=[O:4].[N-:18]=[N+:19]=[N-:20].[Na+]>CN(C=O)C>[CH3:1][O:2][C:3]([CH:5]1[CH2:9][CH:8]([N:18]=[N+:19]=[N-:20])[CH2:7][N:6]1[C:11]([O:13][C:14]([CH3:17])([CH3:16])[CH3:15])=[O:12])=[O:4] |f:1.2|. Reported procedure: To a solution of 4-iodo-pyrrolidine-1,2-dicarboxylic acid 1-tert-butyl ester 2-methyl ester in DMF is added NaN3, the resulting mixture is heated to about 65 centigrade and stirred overnight. The mixture is diluted, extracted and dried. After removal of solvent, the residue is purified to give 4-azido-pyrrolidine-1,2-dicarboxylic acid 1-tert-butyl ester 2-methyl (8). Reactants: B, CCCCc1c(C(=O)O)ccc2c(OC)cccc12, C1CCOC1. Product: CCCCc1c(CO)ccc2c(OC)cccc12. RXN SMILES: [BH3:1].[CH2:2]([CH2:3][CH2:4][CH3:5])[c:6]1[c:7]([C:18](=[O:19])[OH:20])[cH:8][cH:9][c:10]2[c:11]([O:16][CH3:17])[cH:12][cH:13][cH:14][c:15]12.[O:21]1[CH2:22][CH2:23][CH2:24][CH2:25]1>>[CH2:2]([CH2:3][CH2:4][CH3:5])[c:6]1[c:7]([CH2:18][OH:19])[cH:8][cH:9][c:10]2[c:11]([O:16][CH3:17])[cH:12][cH:13][cH:14][c:15]12. The reactants are aqueous solution, [OH-].[Na+] (sodium hydroxide), C1(CCCC1)NS(=O)(=O)CBr (N-cyclopentyl bromomethanesulfonamide), ClC(C(Cl)Cl)(SCl)Cl (1,1,2,2-tetrachloroethylsulfenyl chloride), ClCCl (dichloromethane). Reagents/catalysts: [Cl-].C(C1=CC=CC=C1)[N+](CC)(CC)CC (benzyltriethyl ammonium chloride). Conditions: temperature 0 celsius, time 2 hour. Product: C1(CCCC1)N(S(=O)(=O)CBr)SC(C(Cl)Cl)(Cl)Cl (N-cyclopentyl-N (1,1,2,2-tetrachloroethylthio)-bromomethanesulfonamide). Isolated yield 34.7%. As a reaction SMILES: [OH-].[Na+].[CH:3]1([NH:8][S:9]([CH2:12][Br:13])(=[O:11])=[O:10])[CH2:7][CH2:6][CH2:5][CH2:4]1.[Cl:14][C:15]([Cl:21])([S:19]Cl)[CH:16]([Cl:18])[Cl:17].ClCCl>[Cl-].C([N+](CC)(CC)CC)C1C=CC=CC=1>[CH:3]1([N:8]([S:19][C:15]([Cl:21])([Cl:14])[CH:16]([Cl:18])[Cl:17])[S:9]([CH2:12][Br:13])(=[O:11])=[O:10])[CH2:4][CH2:5][CH2:6][CH2:7]1 |f:0.1,5.6|. Procedure details: A 5.76 g (0.072 mol) 50% aqueous solution of sodium hydroxide was added slowly to a solution of 8.6 g (0.036 mol) N-cyclopentyl bromomethanesulfonamide, 8.6 g (0.036 mol) 1,1,2,2-tetrachloroethylsulfenyl chloride, and about 0.1 g benzyltriethyl ammonium chloride in 200 mol dichloromethane cooled to 0° C with an ice bath. The reaction mixture was then stirred at 0° C for 2 hours, washed with water, dried over magnesium sulfate and evaporated to give a brown oil. The oil was chromatography over si... Reactants: N#Cc1ccccc1Cn1nc(-c2ccc(C3OCCO3)o2)c2ccccc21, CC(=O)O, CC(C)=O, O. The product is N#Cc1ccccc1Cn1nc(-c2ccc(C=O)o2)c2ccccc21. Reaction SMILES: [C:1](#[N:2])[c:3]1[c:4]([CH2:5][n:6]2[n:7][c:8](-[c:15]3[o:16][c:17]([CH:20]4[O:21][CH2:24][CH2:23][O:22]4)[cH:18][cH:19]3)[c:9]3[cH:10][cH:11][cH:12][cH:13][c:14]23)[cH:25][cH:26][cH:27][cH:28]1.[CH3:29][C:30](=[O:31])[OH:32].[CH3:34][C:35](=[O:36])[CH3:37].[OH2:33]>>[C:1](#[N:2])[c:3]1[c:4]([CH2:5][n:6]2[n:7][c:8](-[c:15]3[o:16][c:17]([CH:20]=[O:21])[cH:18][cH:19]3)[c:9]3[cH:10][cH:11][cH:12][cH:13][c:14]23)[cH:25][cH:26][cH:27][cH:28]1. Solvent: C(CCC)O (n-butanol). Reaction SMILES: Cl[C:2]1[N:10]=[CH:9][N:8]=[C:7]2[C:3]=1[NH:4][CH:5]=[N:6]2.[F:11][C:12]1[CH:13]=[CH:14][C:15]2[N:19]=[C:18]([CH:20]([NH2:22])[CH3:21])[N:17]([C:23]3[CH:28]=[CH:27][CH:26]=[C:25]([F:29])[CH:24]=3)[C:16]=2[CH:30]=1.CCN(C(C)C)C(C)C>C(O)CCC>[F:11][C:12]1[CH:13]=[CH:14][C:15]2[N:19]=[C:18]([CH:20]([NH:22][C:2]3[N:10]=[CH:9][N:8]=[C:7]4[C:3]=3[N:4]=[CH:5][NH:6]4)[CH3:21])[N:17]([C:23]3[CH:28]=[CH:27][CH:26]=[C:25]([F:29])[CH:24]=3)[C:16]=2[CH:30]=1. Run at temperature 120 celsius, time 3 hour. Yields the product FC=1C=CC2=C(N(C(=N2)C(C)NC2=C3N=CNC3=NC=N2)C2=CC(=CC=C2)F)C1 (N-(1-(6-fluoro-1-(3-fluorophenyl)-1H-benzo[d]imidazol-2-yl)ethyl)-9H-purin-6-amine). Procedure details: To a microwave vessel was added 6-chloropurine (0.113 g, 0.732 mmol), 1-(6-fluoro-1-(3-fluorophenyl)-1H-benzo[d]imidazol-2-yl)ethanamine (Prepared in Example 22, 0.200 g, 0.732 mmol), and DIEA (0.256 mL, 1.46 mmol) in n-butanol (3.66 mL). The solution was stirred at 120° C. for 3 h, filtered and the resulting precipitate was washed with EtOAc:hexane (1:4) to give an off-white solid. The solid was purified by column chromatography on a silica gel column using 10 to 90% gradient of DCM:MeOH:NH4OH ... Starting materials: ClC1=C2NC=NC2=NC=N1 (6-chloropurine), FC=1C=CC2=C(N(C(=N2)C(C)N)C2=CC(=CC=C2)F)C1 (1-(6-fluoro-1-(3-fluorophenyl)-1H-benzo[d]imidazol-2-yl)ethanamine), CCN(C(C)C)C(C)C (DIEA).